The task is: describe an organic reaction: reactants, conditions, products, and yield. This data is from the Open Reaction Database (ORD), a public repository of structured organic reaction records. Reactants: C(C1=CC=CC=C1)OCCOCCOCC(C(=O)OC(C)(C)C)(C)C (tert-Butyl 3-(2-(2-(benzyloxy)ethoxy)ethoxy)-2,2-dimethylpropanoate). The reagents and catalysts are [Pd] (Pd/C). The solvent is CCO (EtOH). Run at time 16 hour. Product: OCCOCCOCC(C(=O)OC(C)(C)C)(C)C (tert-Butyl 3-(2-(2-hydroxyethoxy)ethoxy)-2,2-dimethylpropanoate). Yield: 84.5%. Reaction SMILES: C([O:8][CH2:9][CH2:10][O:11][CH2:12][CH2:13][O:14][CH2:15][C:16]([CH3:25])([CH3:24])[C:17]([O:19][C:20]([CH3:23])([CH3:22])[CH3:21])=[O:18])C1C=CC=CC=1>CCO.[Pd]>[OH:8][CH2:9][CH2:10][O:11][CH2:12][CH2:13][O:14][CH2:15][C:16]([CH3:25])([CH3:24])[C:17]([O:19][C:20]([CH3:23])([CH3:22])[CH3:21])=[O:18]. Procedure: A suspension of tert-butyl 3-(2-(2-(benzyloxy)ethoxy)ethoxy)-2,2-dimethylpropanoate (48) (13 g, 37 mmol) and 10% Pd/C (1.3 g) in EtOH (92 mL) were placed under 5 bar of H2 pressure (isolated system), and stirred for 16 h. The mixture was filtered through celite and the filtrate concentrated in vacuo to afford tert-butyl 3-(2-(2-hydroxyethoxy)ethoxy)-2,2-dimethylpropanoate (49) (8.2 g, 85%) as a colourless oil: m/z 285 (M+Na)+ (ES+). 1H NMR (400 MHz, CDCl3) δ: 3.73-3.69 (m, 2H), 3.66-3.58 (m, 6H)...